From a dataset of the Open Reaction Database (ORD), a public repository of structured organic reaction records. describe an organic reaction: reactants, conditions, products, and yield The reactants are CCOC(=O)C (EtOAc), FC1=CC=C2C(C(NC2=C1)=O)=C1OC(C2=CC=CC=C12)CC(=O)O ([3-(6-fluoro-2-oxo-1,2-dihydro-indol-3-ylidene)-1,3-dihydro-isobenzofuran-1-yl]-acetic acid), C[O-].[Na+].CO (NaOMe MeOH). Reported procedure: To a slurry of [3-(6-fluoro-2-oxo-1,2-dihydro-indol-3-ylidene)-1,3-dihydro-isobenzofuran-1-yl]-acetic acid (521 mg, 1.60 mmol) in MeOH (100.0 ml) at room temperature was added 0.5M NaOMe/MeOH (3.20 ml). The solution was rapidly stirred for 15 minutes and then rotary evaporated (combined 16 mg of product obtained from previously run reaction). The solid was chased with MeOH (20 ml) and then EtOAc (15 ml) to give sodium [(3E)-3-(6-fluoro-2-oxo-1,2-dihydro-3H-indol-3-ylidene)-1,3-dihydro-2-benzofur... Solvent: CO (MeOH), CO (MeOH). Conditions: time 15 minute. RXN SMILES: [F:1][C:2]1[CH:10]=[C:9]2[C:5]([C:6](=[C:12]3[C:20]4[C:15](=[CH:16][CH:17]=[CH:18][CH:19]=4)[CH:14]([CH2:21][C:22]([OH:24])=[O:23])[O:13]3)[C:7](=[O:11])[NH:8]2)=[CH:4][CH:3]=1.C[O-].[Na+:27].CO.CCOC(C)=O>CO>[F:1][C:2]1[CH:10]=[C:9]2[C:5](/[C:6](=[C:12]3\[O:13][CH:14]([CH2:21][C:22]([O-:24])=[O:23])[C:15]4[CH:16]=[CH:17][CH:18]=[CH:19][C:20]\3=4)/[C:7](=[O:11])[NH:8]2)=[CH:4][CH:3]=1.[Na+:27] |f:1.2.3,6.7|. Yield: 100.0%. The product is FC1=CC=C2/C(/C(NC2=C1)=O)=C/1\OC(C2=C1C=CC=C2)CC(=O)[O-].[Na+] (sodium [(3E)-3-(6-fluoro-2-oxo-1,2-dihydro-3H-indol-3-ylidene)-1,3-dihydro-2-benzofuran-1-yl]acetate).